From a dataset of the Open Reaction Database (ORD), a public repository of structured organic reaction records. describe an organic reaction: reactants, conditions, products, and yield Reactants: C1(=CC=CC=C1)CC(=O)OC1=CC=C(C=C1)C(C(=O)O)N1C(C(C1)NC(C(=NO)C1=CC=C(C=C1)OCCC(NC(C1=CC=CC=C1)(C1=CC=CC=C1)C1=CC=CC=C1)C(=O)O)=O)=O (2-[4-(2-Phenylacetoxy)phenyl]-2-[3-[2-{4-(3-carboxy-3-tritylaminopropoxy)phenyl}-2-hydroxyiminoacetamido]-2-oxo-1-azetidinyl]acetic acid), Cl (hydrochloric acid). Solvent: C(C)(=O)O (acetic acid), C([O-])(O)=O.[Na+] (sodium bicarbonate). Run at time 45 minute. Product: NC(CCOC1=CC=C(C=C1)C(C(=O)NC1C(N(C1)C(C(=O)O)C1=CC=C(C=C1)OC(CC1=CC=CC=C1)=O)=O)=NO)C(=O)O (2-[3-[2-{4-(3-amino-3-carboxypropoxy)phenyl}-2-hydroxyiminoacetamido]-2-oxo-1-azetidinyl]-2-[4-(2-phenylacetoxy)phenyl]acetic acid). The yield is 39.0%. RXN SMILES: [C:1]1([CH2:7][C:8]([O:10][C:11]2[CH:16]=[CH:15][C:14]([CH:17]([N:21]3[CH2:24][CH:23]([NH:25][C:26](=[O:63])[C:27]([C:30]4[CH:35]=[CH:34][C:33]([O:36][CH2:37][CH2:38][CH:39]([C:60]([OH:62])=[O:61])[NH:40]C(C5C=CC=CC=5)(C5C=CC=CC=5)C5C=CC=CC=5)=[CH:32][CH:31]=4)=[N:28][OH:29])[C:22]3=[O:64])[C:18]([OH:20])=[O:19])=[CH:13][CH:12]=2)=[O:9])[CH:6]=[CH:5][CH:4]=[CH:3][CH:2]=1.Cl>C(O)(=O)C.C(=O)(O)[O-].[Na+]>[NH2:40][CH:39]([C:60]([OH:62])=[O:61])[CH2:38][CH2:37][O:36][C:33]1[CH:32]=[CH:31][C:30]([C:27](=[N:28][OH:29])[C:26]([NH:25][CH:23]2[CH2:24][N:21]([CH:17]([C:14]3[CH:15]=[CH:16][C:11]([O:10][C:8](=[O:9])[CH2:7][C:1]4[CH:2]=[CH:3][CH:4]=[CH:5][CH:6]=4)=[CH:12][CH:13]=3)[C:18]([OH:20])=[O:19])[C:22]2=[O:64])=[O:63])=[CH:35][CH:34]=1 |f:3.4|. Procedure: 2-[4-(2-Phenylacetoxy)phenyl]-2-[3-[2-{4-(3-carboxy-3-tritylaminopropoxy)phenyl}-2-hydroxyiminoacetamido]-2-oxo-1-azetidinyl]acetic acid (0.5 g.) was dissolved in 80% acetic acid (10 ml.) and the mixture was stirred for 45 minutes. Insoluble materials were filtered off from the reaction mixture and the filtrate was evaporated to dryness under reduced pressure. The residue obtained was triturated with ethyl acetate to give a powder (0.27 g.). This powder (0.2 g.) was dissolved in an aqueous sodiu... The reactants are CC(C)N(CCO[Si](C)(C)C(C)(C)C)C(=O)c1csc(N2CC(OS(C)(=O)=O)C2)n1, CC([O-])=S, CN(C)C=O, [K+]. Product: CC(=O)SC1CN(c2nc(C(=O)N(CCO[Si](C)(C)C(C)(C)C)C(C)C)cs2)C1. As a reaction SMILES: [C:1]([CH3:2])([CH3:3])([CH3:4])[Si:5]([O:6][CH2:7][CH2:8][N:9]([C:10](=[O:11])[c:12]1[n:13][c:14]([N:17]2[CH2:18][CH:19]([O:21][S:22]([CH3:23])(=[O:24])=[O:25])[CH2:20]2)[s:15][cH:16]1)[CH:26]([CH3:27])[CH3:28])([CH3:29])[CH3:30].[C:31]([CH3:32])(=[S:33])[O-:34].[CH3:36][N:37]([CH3:38])[CH:39]=[O:40].[K+:35]>>[C:1]([CH3:2])([CH3:3])([CH3:4])[Si:5]([O:6][CH2:7][CH2:8][N:9]([C:10](=[O:11])[c:12]1[n:13][c:14]([N:17]2[CH2:18][CH:19]([S:33][C:31]([CH3:32])=[O:34])[CH2:20]2)[s:15][cH:16]1)[CH:26]([CH3:27])[CH3:28])([CH3:29])[CH3:30]. Product: Nc1ncn(CC(O)COC(c2ccccc2)(c2ccccc2)c2ccccc2)c(=O)n1. Reactants: c1ccc(C(OCC2CO2)(c2ccccc2)c2ccccc2)cc1, CS(C)=O, Cc1ccccc1, [Na+], [OH-], Nc1nc[nH]c(=O)n1. As a reaction SMILES: [C:9]([c:10]1[cH:11][cH:12][cH:13][cH:14][cH:15]1)([c:16]1[cH:17][cH:18][cH:19][cH:20][cH:21]1)([c:22]1[cH:23][cH:24][cH:25][cH:26][cH:27]1)[O:28][CH2:29][CH:30]1[O:31][CH2:32]1.[CH3:35][S:36]([CH3:37])=[O:38].[CH3:39][c:40]1[cH:41][cH:42][cH:43][cH:44][cH:45]1.[Na+:34].[OH-:33].[nH:1]1[c:2](=[O:3])[n:4][c:5]([NH2:6])[n:7][cH:8]1>>[n:1]1([CH2:32][CH:30]([CH2:29][O:28][C:9]([c:10]2[cH:11][cH:12][cH:13][cH:14][cH:15]2)([c:16]2[cH:17][cH:18][cH:19][cH:20][cH:21]2)[c:22]2[cH:23][cH:24][cH:25][cH:26][cH:27]2)[OH:31])[c:2](=[O:3])[n:4][c:5]([NH2:6])[n:7][cH:8]1. Starting materials: FC1=CC=C(CBr)C=C1 (4-fluorobenzyl bromide), [OH-].[K+] (potassium hydroxide), NC=1C2=CC=CC=C2N=C2CCCC(C12)=O (9-amino-3,4-dihydroacridin-1(2H)-one). Reagents/catalysts: C(CCC)[N+](CCCC)(CCCC)CCCC (tetrabutylammonium). Run in C1(=CC=CC=C1)C (toluene), C1(=CC=CC=C1)C (toluene). The product is FC1=CC=C(CNC=2C3=CC=CC=C3N=C3CCCC(C23)=O)C=C1 (3,4-Dihydro-9-(4-fluorobenzylamino)acridin-1(2H)-one). RXN SMILES: [OH-].[K+].[NH2:3][C:4]1[C:5]2[C:10]([N:11]=[C:12]3[C:17]=1[C:16](=[O:18])[CH2:15][CH2:14][CH2:13]3)=[CH:9][CH:8]=[CH:7][CH:6]=2.[F:19][C:20]1[CH:27]=[CH:26][C:23]([CH2:24]Br)=[CH:22][CH:21]=1>C1(C)C=CC=CC=1.C([N+](CCCC)(CCCC)CCCC)CCC>[F:19][C:20]1[CH:27]=[CH:26][C:23]([CH2:24][NH:3][C:4]2[C:5]3[C:10]([N:11]=[C:12]4[C:17]=2[C:16](=[O:18])[CH2:15][CH2:14][CH2:13]4)=[CH:9][CH:8]=[CH:7][CH:6]=3)=[CH:22][CH:21]=1 |f:0.1|. Reported procedure: In 300 ml of toluene and 200 ml of 30% potassium hydroxide were added 8.00 g of 9-amino-3,4-dihydroacridin-1(2H)-one and 1.92 g of tetrabutylammonium hydrogn sulfate catalyst. The mechanically stirred biphasic solution was heated to reflux and 9.4 ml of 4-fluorobenzyl bromide in 50 ml of toluene was added dropwise. Reflux was continued for a total of 2 hours. The reaction was poured onto ice and the toluene layer was separated. The aqueous phase was extracted with ethyl acetate. The organics wer...